This data is from the Open Reaction Database (ORD), a public repository of structured organic reaction records. The task is: describe an organic reaction: reactants, conditions, products, and yield Reactants: BrC1=CN(C=2N=CN=C(C21)N)C(C)C (5-bromo-7-(1-methylethyl)-7H-pyrrolo[2,3-d]pyrimidin-4-amine), FC1=C(C=C(C=C1)F)CC(=O)N1CCC2=CC(=CC=C12)B1OC(C(O1)(C)C)(C)C (1-[(2,5-difluorophenyl)acetyl]-5-(4,4,5,5-tetramethyl-1,3,2-dioxaborolan-2-yl)-2,3-dihydro-1H-indole), C(=O)(O)[O-].[Na+] (NaHCO3). The reagents and catalysts are C=1C=CC(=CC1)[P](C=2C=CC=CC2)(C=3C=CC=CC3)[Pd]([P](C=4C=CC=CC4)(C=5C=CC=CC5)C=6C=CC=CC6)([P](C=7C=CC=CC7)(C=8C=CC=CC8)C=9C=CC=CC9)[P](C=1C=CC=CC1)(C=1C=CC=CC1)C=1C=CC=CC1 (Pd(Ph3P)4). Run in O1CCOCC1 (1,4-Dioxane). Run at temperature 100 celsius. Product: FC1=C(C=C(C=C1)F)CC(=O)N1CCC2=CC(=CC=C12)C1=CN(C=2N=CN=C(C21)N)C(C)C (5-{1-[(2,5-difluorophenyl)acetyl]-2,3-dihydro-1H-indol-5-yl}-7-(1-methylethyl)-7H-pyrrolo[2,3-d]pyrimidin-4-amine). Yield: 43.3%. As a reaction SMILES: Br[C:2]1[C:10]2[C:9]([NH2:11])=[N:8][CH:7]=[N:6][C:5]=2[N:4]([CH:12]([CH3:14])[CH3:13])[CH:3]=1.[F:15][C:16]1[CH:21]=[CH:20][C:19]([F:22])=[CH:18][C:17]=1[CH2:23][C:24]([N:26]1[C:34]2[C:29](=[CH:30][C:31](B3OC(C)(C)C(C)(C)O3)=[CH:32][CH:33]=2)[CH2:28][CH2:27]1)=[O:25].C([O-])(O)=O.[Na+]>C1C=CC([P]([Pd]([P](C2C=CC=CC=2)(C2C=CC=CC=2)C2C=CC=CC=2)([P](C2C=CC=CC=2)(C2C=CC=CC=2)C2C=CC=CC=2)[P](C2C=CC=CC=2)(C2C=CC=CC=2)C2C=CC=CC=2)(C2C=CC=CC=2)C2C=CC=CC=2)=CC=1.O1CCOCC1>[F:15][C:16]1[CH:21]=[CH:20][C:19]([F:22])=[CH:18][C:17]=1[CH2:23][C:24]([N:26]1[C:34]2[C:29](=[CH:30][C:31]([C:2]3[C:10]4[C:9]([NH2:11])=[N:8][CH:7]=[N:6][C:5]=4[N:4]([CH:12]([CH3:14])[CH3:13])[CH:3]=3)=[CH:32][CH:33]=2)[CH2:28][CH2:27]1)=[O:25] |f:2.3,^1:52,54,73,92|. Reported procedure: To 5-bromo-7-(1-methylethyl)-7H-pyrrolo[2,3-d]pyrimidin-4-amine (100 mg, 0.392 mmol) and 1-[(2,5-difluorophenyl)acetyl]-5-(4,4,5,5-tetramethyl-1,3,2-dioxaborolan-2-yl)-2,3-dihydro-1H-indole (188 mg, 0.470 mmol) was added 1,4-Dioxane (2 mL) and saturated NaHCO3 (1 mL) in a 5 ml sealable vial. The mixture was then bubbled with N2 for 10 minutes then Pd(Ph3P)4 (45.3 mg, 0.039 mmol) was added and bubbled for an additional 5 minutes. It was then capped and heated at 100° C. overnight. The reaction wa... The reactants are C(C(C)C)C(CO)(CO)CC(C)C (2,2-di-iso-butyl-1,3-propandiol), CI (methyl iodide). Product: C(C(C)C)C(CO)(COC)CC(C)C (2,2-Di-iso-butyl-3-methoxy-1-propanol). Reaction SMILES: [CH2:1]([C:5]([CH2:10][CH:11]([CH3:13])[CH3:12])([CH2:8][OH:9])[CH2:6][OH:7])[CH:2]([CH3:4])[CH3:3].[CH3:14]I>>[CH2:1]([C:5]([CH2:10][CH:11]([CH3:13])[CH3:12])([CH2:6][O:7][CH3:14])[CH2:8][OH:9])[CH:2]([CH3:4])[CH3:3]. Procedure: 2,2-Di-iso-butyl-3-methoxy-1-propanol was prepared from 2,2-di-iso-butyl-1,3-propandiol and methyl iodide through the same procedure as described above. The reactants are OC1=C(C(=O)O)C=CC(=C1O)OC (2,3-dihydroxy-4-methoxybenzoic acid), C(C)(=O)N1CCC(CC1)(OC)OC (1-acetyl-4,4-dimethoxy-piperidine), C(C)(=O)N1CCC(=CC1)OC (1-acetyl-1,2,3,6-tetrahydro-4-methoxy-pyridine). Run at temperature 180 celsius. Yields the product COC1=CC=C(C2=C1OC1(CCN(CC1)C(C)=O)O2)C(=O)O (7-Methoxy-1′-acetyl-spiro[1,3-benzodioxole-2,4′-piperidine]-4-carboxylic acid). The yield is 26.3%. As a reaction SMILES: [OH:1][C:2]1[C:10]([OH:11])=[C:9]([O:12][CH3:13])[CH:8]=[CH:7][C:3]=1[C:4]([OH:6])=[O:5].[C:14]([N:17]1[CH2:22][CH2:21][C:20](OC)(OC)[CH2:19][CH2:18]1)(=[O:16])[CH3:15].C(N1CC=C(OC)CC1)(=O)C>>[CH3:13][O:12][C:9]1[C:10]2[O:11][C:20]3([O:1][C:2]=2[C:3]([C:4]([OH:6])=[O:5])=[CH:7][CH:8]=1)[CH2:21][CH2:22][N:17]([C:14](=[O:16])[CH3:15])[CH2:18][CH2:19]3. Procedure: A mixture of 2,3-dihydroxy-4-methoxybenzoic acid (1.23 g, 6.67 mmol), 1-acetyl-4,4-dimethoxy-piperidine (1.4 g, 7.6 mmol) and 1-acetyl-1,2,3,6-tetrahydro-4-methoxy-pyridine (14.2 g, 91.5 mmol) was exposed to microwave heating (180° C., one hour) in a sealed reaction vessel. Filtration and subsequent standard HPLC purification afforded compound 508 (0.54 g, 26%). LC/MS (METHOD B): (m/z) 308.2 (MH+); RT=2.27 min; purity (UV)=95%. The reactants are ClC1=NC(=C2N=C(N(C2=N1)C)C=C1CN(C1)C(=O)OC(C)(C)C)N1CCOCC1 (tert-butyl 3-((2-chloro-9-methyl-6-morpholino-9H-purin-8-yl)methylene)azetidine-1-carboxylate), C(C)C=1NC2=C(N1)C=CC=C2 (2-ethylbenzimidazole), C([O-])([O-])=O.[Cs+].[Cs+] (cesium carbonate). The reagents and catalysts are C=1C=CC(=CC1)/C=C/C(=O)/C=C/C2=CC=CC=C2.C=1C=CC(=CC1)/C=C/C(=O)/C=C/C2=CC=CC=C2.C=1C=CC(=CC1)/C=C/C(=O)/C=C/C2=CC=CC=C2.[Pd].[Pd] (Pd2(dba)3), CC(C)C1=CC(=C(C(=C1)C(C)C)C2=C(C=CC=C2)P(C3CCCCC3)C4CCCCC4)C(C)C (Xphos). Solvent: CN(C)C=O (DMF). Run at temperature 140 celsius. Yields the product CN1C2=NC(=NC(=C2N=C1C=C1CN(C1)C(=O)OC(C)(C)C)N1CCOCC1)N1C(=NC2=C1C=CC=C2)CC (tert-butyl 3-((9-methyl-2-(2-ethyl-1H-benzo[d]imidazol-1-yl)-6-morpholino-9H-purin-8-yl)methylene)azetidine-1-carboxylate). Yield: 82.5%. Reaction SMILES: Cl[C:2]1[N:10]=[C:9]2[C:5]([N:6]=[C:7]([CH:12]=[C:13]3[CH2:16][N:15]([C:17]([O:19][C:20]([CH3:23])([CH3:22])[CH3:21])=[O:18])[CH2:14]3)[N:8]2[CH3:11])=[C:4]([N:24]2[CH2:29][CH2:28][O:27][CH2:26][CH2:25]2)[N:3]=1.[CH2:30]([C:32]1[NH:33][C:34]2[CH:40]=[CH:39][CH:38]=[CH:37][C:35]=2[N:36]=1)[CH3:31].C(=O)([O-])[O-].[Cs+].[Cs+]>CN(C=O)C.C1C=CC(/C=C/C(/C=C/C2C=CC=CC=2)=O)=CC=1.C1C=CC(/C=C/C(/C=C/C2C=CC=CC=2)=O)=CC=1.C1C=CC(/C=C/C(/C=C/C2C=CC=CC=2)=O)=CC=1.[Pd].[Pd].CC(C1C=C(C(C)C)C(C2C=CC=CC=2P(C2CCCCC2)C2CCCCC2)=C(C(C)C)C=1)C>[CH3:11][N:8]1[C:7]([CH:12]=[C:13]2[CH2:14][N:15]([C:17]([O:19][C:20]([CH3:21])([CH3:22])[CH3:23])=[O:18])[CH2:16]2)=[N:6][C:5]2[C:9]1=[N:10][C:2]([N:33]1[C:34]3[CH:40]=[CH:39][CH:38]=[CH:37][C:35]=3[N:36]=[C:32]1[CH2:30][CH3:31])=[N:3][C:4]=2[N:24]1[CH2:29][CH2:28][O:27][CH2:26][CH2:25]1 |f:2.3.4,6.7.8.9.10|. Procedure details: A mixture of tert-butyl 3-((2-chloro-9-methyl-6-morpholino-9H-purin-8-yl)methylene)azetidine-1-carboxylate (0.88 g, 2.9 mmol), 2-ethylbenzimidazole (0.40 g, 2.74 mmol), Xphos (0.10 g, 0.21 mmol), Pd2(dba)3 (0.10 g, 0.11 mmol) and cesium carbonate (1.4 g, 4.2 mmol) in DMF (4.0 mL) was heated in a Biotage microwave at 140° C. for 30 minutes. The reaction mixture was then filtered through paper and then partitioned between brine and EtOAc. The combined extracts were washed with brine, dried over Na... The reactants are O1CCC(C2=C1C=CC=C2)CC=O (2-(3,4-dihydro-2H-1-benzopyran-4-yl]ethanal), C(C)(=O)NC1CCNCC1.CC(=O)O (4-acetamidopiperidine AcOH). The solvent is C(C)O (ethanol). Conditions: time 8 hour. Yields the product O1CCC(C2=C1C=CC=C2)CCN2CCC(CC2)NC(C)=O (N-[1-[2-(3,4-dihydro-2H-1-benzopyran-4-yl)ethyl]-4-piperidinyl]acetamide). Yield: 82.4%. Reaction SMILES: [O:1]1[C:6]2[CH:7]=[CH:8][CH:9]=[CH:10][C:5]=2[CH:4]([CH2:11][CH:12]=O)[CH2:3][CH2:2]1.[C:14]([NH:17][CH:18]1[CH2:23][CH2:22][NH:21][CH2:20][CH2:19]1)(=[O:16])[CH3:15].CC(O)=O>C(O)C>[O:1]1[C:6]2[CH:7]=[CH:8][CH:9]=[CH:10][C:5]=2[CH:4]([CH2:11][CH2:12][N:21]2[CH2:22][CH2:23][CH:18]([NH:17][C:14](=[O:16])[CH3:15])[CH2:19][CH2:20]2)[CH2:3][CH2:2]1 |f:1.2|. Procedure details: To a stirred solution of 2-(3,4-dihydro-2H-1-benzopyran-4-yl]ethanal (2.50 g, 14.28 mmol) and 4-acetamidopiperidine AcOH (2.88 g, 14.28 mmol) (preparation described in U.S. Pat. No. 5,028,616) in ethanol (80 ml) under a nitrogen atmosphere, borane/pyridine complex (1.5 ml, 15 mmol) was added. The reaction mixture was stirred overnight (ca 15 h) and evaporated to an oily gum which was neutralized by careful addition of 10% hydrochloric acid. The acidic solution was extracted with diethyl ether an... Reactants: CC1CCCN1CC1CCCN1, COc1cccc(-c2ccc(C(=O)O)cc2)n1. The product is COc1cccc(-c2ccc(C(=O)N3CCCC3CN3CCCC3C)cc2)n1. As a reaction SMILES: [CH3:18][CH:19]1[N:20]([CH2:24][CH:25]2[NH:26][CH2:27][CH2:28][CH2:29]2)[CH2:21][CH2:22][CH2:23]1.[CH3:1][O:2][c:3]1[cH:4][cH:5][cH:6][c:7](-[c:9]2[cH:10][cH:11][c:12]([C:13](=[O:14])[OH:15])[cH:16][cH:17]2)[n:8]1>>[CH3:1][O:2][c:3]1[cH:4][cH:5][cH:6][c:7](-[c:9]2[cH:10][cH:11][c:12]([C:13](=[O:15])[N:26]3[CH:25]([CH2:24][N:20]4[CH:19]([CH3:18])[CH2:23][CH2:22][CH2:21]4)[CH2:29][CH2:28][CH2:27]3)[cH:16][cH:17]2)[n:8]1. Starting materials: C(#CO)O (acetylene diol), C[C@@H]1[C@@H]2[C@H](C(=O)N2C(=C1S[C@H]3C[C@H](NC3)[C@@H]([C@@H]4CCNC4)O)C(=O)O)[C@@H](C)O.Cl (E1010). Product: CC(C)CC(C)(C#C)O (Surfynol). Reaction SMILES: C(O)#C[OH:3].[CH3:5][C@H:6]1[C:13](S[C@@H]2CN[C@H]([C@H](O)[C@H]3CNCC3)C2)=C(C(O)=O)N2[C@H:7]1[C@@H:8]([C@H:30](O)[CH3:31])[C:9]2=O.Cl>>[CH3:5][CH:6]([CH2:7][C:8]([OH:3])([C:30]#[CH:31])[CH3:9])[CH3:13] |f:1.2|. Reported procedure: For example, any commercially available product may be used for the acetylene diol compound. The commercially available product includes, for example, “Olfin (trade name) E1010” and “Olfin (trade name) E1004” as well as “Surfynol (trade name) 440” and “Surfynol (trade name) 465” produced by Nissin Chemical Industry Co., Ltd.; and “Acetylenol (trade name) E40” and “Acetylenol (trade name) E100” produced by Kawaken Fine Chemicals Co., Ltd.